Dataset: the Open Reaction Database (ORD), a public repository of structured organic reaction records. Task: describe an organic reaction: reactants, conditions, products, and yield The reactants are ClCCC(COC1=CC=C(C=C1)F)O (4-chloro-1-(4-fluorophenoxy)-2-butanol), FC1=CC=C(C=C1)N1CCNCC1 (1-(4-fluorophenyl)piperazine), C([O-])([O-])=O.[Na+].[Na+] (sodium carbonate), [I-].[K+] (potassium iodide). Solvent: CC(C)O (2-propanol), C(CCC)O (1-butanol). Product: Cl.FC1=CC=C(OCC(CCN2CCN(CC2)C2=CC=C(C=C2)F)O)C=C1 (1-(4-Fluorophenoxy)-4-[4-(4-fluorophenyl)-1-piperazinyl]-2-butanol monohydrochloride), Cl (hydrogen chloride). RXN SMILES: [Cl:1][CH2:2][CH2:3][CH:4]([OH:14])[CH2:5][O:6][C:7]1[CH:12]=[CH:11][C:10]([F:13])=[CH:9][CH:8]=1.[F:15][C:16]1[CH:21]=[CH:20][C:19]([N:22]2[CH2:27][CH2:26][NH:25][CH2:24][CH2:23]2)=[CH:18][CH:17]=1.C(=O)([O-])[O-].[Na+].[Na+].[I-].[K+]>CC(O)C.C(O)CCC>[ClH:1].[F:13][C:10]1[CH:11]=[CH:12][C:7]([O:6][CH2:5][CH:4]([OH:14])[CH2:3][CH2:2][N:25]2[CH2:24][CH2:23][N:22]([C:19]3[CH:18]=[CH:17][C:16]([F:15])=[CH:21][CH:20]=3)[CH2:27][CH2:26]2)=[CH:8][CH:9]=1.[ClH:1] |f:2.3.4,5.6,9.10|. Procedure: This compound was prepared according to the procedure of Example 97. A mixture of 6.5 g (0.03 mole) of 4-chloro-1-(4-fluorophenoxy)-2-butanol, 5.4 g (0.03 mole) of 1-(4-fluorophenyl)piperazine, 16.0 g (0.15 mole) of anhydrous sodium carbonate and 0.3 g (0.002 mole) of potassium iodide in a total volume of 200 ml of 1-butanol gave a golden oil as residue. The hydrochloric acid salt was formed in 2-propanol saturated with hydrogen chloride, and the collected solid was recrystallized from methanol-... RXN SMILES: [CH3:1][c:2]1[c:3]([CH3:19])[c:4]2[c:5]([n:6][c:7]3[n:8]([c:9]2=[O:10])[cH:11][c:12]([C:15](=[O:16])[NH2:17])[cH:13][cH:14]3)[s:18]1.[CH:25]([Cl:26])([Cl:27])[Cl:28].[P:20]([Cl:21])([Cl:22])([Cl:23])=[O:24]>>[CH3:1][c:2]1[c:3]([CH3:19])[c:4]2[c:5]([n:6][c:7]3[n:8]([c:9]2=[O:10])[cH:11][c:12]([C:15]#[N:17])[cH:13][cH:14]3)[s:18]1. Product: Cc1sc2nc3ccc(C#N)cn3c(=O)c2c1C. Starting materials: Cc1sc2nc3ccc(C(N)=O)cn3c(=O)c2c1C, ClC(Cl)Cl, O=P(Cl)(Cl)Cl. The reactants are CSC (Dimethylsulfide), O (water), C(CCC)OCCOC1=CC=C(C=C1)C=1C=CC2=C(C=C(CCN2CC(C)C)C(=O)NC2=CC=C(C=C2)SCC2=CN=CN2CCC)C1 (7-[4-(2-butoxyethoxy)phenyl]-1-isobutyl-N-[4-[[[1-propylimidazol-5-yl]methyl]sulfanyl]phenyl]-2,3-dihydro-1-benzazepine-4-carboxamide), solution, ClC1=CC(=CC=C1)C(=O)OO (3-chloroperbenzoic acid). The solvent is ClCCl (dichloromethane), ClCCl (dichloromethane). Conditions: time 30 minute. Product: C(CCC)OCCOC1=CC=C(C=C1)C=1C=CC2=C(C=C(CCN2CC(C)C)C(=O)NC2=CC=C(C=C2)S(=O)CC2=CN=CN2CCC)C1 (7-[4-(2-butoxyethoxy)phenyl]-1-isobutyl-N-[4-[[[1-propylimidazol-5-yl]methyl]sulfinyl]phenyl]-2,3-dihydro-1-benzazepine-4-carboxamide). Isolated yield 83.4%. RXN SMILES: [CH2:1]([O:5][CH2:6][CH2:7][O:8][C:9]1[CH:14]=[CH:13][C:12]([C:15]2[CH:16]=[CH:17][C:18]3[N:24]([CH2:25][CH:26]([CH3:28])[CH3:27])[CH2:23][CH2:22][C:21]([C:29]([NH:31][C:32]4[CH:37]=[CH:36][C:35]([S:38][CH2:39][C:40]5[N:44]([CH2:45][CH2:46][CH3:47])[CH:43]=[N:42][CH:41]=5)=[CH:34][CH:33]=4)=[O:30])=[CH:20][C:19]=3[CH:48]=2)=[CH:11][CH:10]=1)[CH2:2][CH2:3][CH3:4].ClC1C=CC=C(C(OO)=[O:57])C=1.CSC.O>ClCCl>[CH2:1]([O:5][CH2:6][CH2:7][O:8][C:9]1[CH:10]=[CH:11][C:12]([C:15]2[CH:16]=[CH:17][C:18]3[N:24]([CH2:25][CH:26]([CH3:27])[CH3:28])[CH2:23][CH2:22][C:21]([C:29]([NH:31][C:32]4[CH:33]=[CH:34][C:35]([S:38]([CH2:39][C:40]5[N:44]([CH2:45][CH2:46][CH3:47])[CH:43]=[N:42][CH:41]=5)=[O:57])=[CH:36][CH:37]=4)=[O:30])=[CH:20][C:19]=3[CH:48]=2)=[CH:13][CH:14]=1)[CH2:2][CH2:3][CH3:4]. Procedure details: To a solution of 7-[4-(2-butoxyethoxy)phenyl]-1-isobutyl-N-[4-[[[1-propylimidazol-5-yl]methyl]sulfanyl]phenyl]-2,3-dihydro-1-benzazepine-4-carboxamide (35.7 g) in dichloromethane (350 ml) was added dropwise 70% solution of 3-chloroperbenzoic acid (19.8 g) in dichloromethane (200 ml) at −78° C. Dimethylsulfide (10 ml) was added to the mixture, and the mixture was allowed to be at room temperature and stirred for 30 minutes. To the mixture was added water, and the organic layer was washed with an ... Reactants: CN(/C=C/C(=O)C1=NN(C=CC1=O)C1=CC(=CC=C1)S(=O)(=O)C)C (3-((E)-3-Dimethylamino-acryloyl)-1-(3-methansulfonyl-phenyl)-1H-pyridazin-4-one), FC1=C(C=CC(=C1)F)NN (2,4-difluoro-phenylhydrazine). Product: FC1=C(C=CC(=C1)F)N1N=CC=C1C1=NN(C=CC1=O)C1=CC(=CC=C1)S(=O)(=O)C (3-[2-(2,4-Difluoro-phenyl)-2H-pyrazol-3-yl]-1-(3-methanesulfonyl-phenyl)-1H-pyridazin-4-one). As a reaction SMILES: C[N:2](C)/[CH:3]=[CH:4]/[C:5]([C:7]1[C:12](=[O:13])[CH:11]=[CH:10][N:9]([C:14]2[CH:19]=[CH:18][CH:17]=[C:16]([S:20]([CH3:23])(=[O:22])=[O:21])[CH:15]=2)[N:8]=1)=O.[F:25][C:26]1[CH:31]=[C:30]([F:32])[CH:29]=[CH:28][C:27]=1[NH:33]N>>[F:25][C:26]1[CH:31]=[C:30]([F:32])[CH:29]=[CH:28][C:27]=1[N:33]1[C:5]([C:7]2[C:12](=[O:13])[CH:11]=[CH:10][N:9]([C:14]3[CH:19]=[CH:18][CH:17]=[C:16]([S:20]([CH3:23])(=[O:22])=[O:21])[CH:15]=3)[N:8]=2)=[CH:4][CH:3]=[N:2]1. Reported procedure: The product was obtained starting from 3-((E)-3-Dimethylamino-acryloyl)-1-(3-methansulfonyl-phenyl)-1H-pyridazin-4-one (A-7) and 2,4-difluoro-phenylhydrazine according to the method described for example 43. MS: M=429.1 (M+H)+